From a dataset of the Open Reaction Database (ORD), a public repository of structured organic reaction records. describe an organic reaction: reactants, conditions, products, and yield Reactants: O=C(O)c1cn(-c2ccc(F)cc2)c2nc(Cl)c(F)cc2c1=O, [K+], O=[N+]([O-])[O-], O, O=S(=O)(O)O. Yields the product O=C(O)c1cn(-c2ccc(F)c([N+](=O)[O-])c2)c2nc(Cl)c(F)cc2c1=O. RXN SMILES: [Cl:6][c:7]1[c:8]([F:28])[cH:9][c:10]2[c:11](=[O:27])[c:12]([C:24](=[O:25])[OH:26])[cH:13][n:14](-[c:17]3[cH:18][cH:19][c:20]([F:23])[cH:21][cH:22]3)[c:15]2[n:16]1.[K+:29].[O-:30][N+:31]([O-:32])=[O:33].[OH2:34].[S:1](=[O:2])(=[O:3])([OH:4])[OH:5]>>[Cl:6][c:7]1[c:8]([F:28])[cH:9][c:10]2[c:11](=[O:27])[c:12]([C:24](=[O:25])[OH:26])[cH:13][n:14](-[c:17]3[cH:18][cH:19][c:20]([F:23])[c:21]([N+:31](=[O:30])[O-:32])[cH:22]3)[c:15]2[n:16]1. Starting materials: CCO, COC1=NCC(=O)N(C)C1, [Cl-], [NH4+]. The product is CN1CC(N)=NCC1=O, Cl. As a reaction SMILES: [CH3:13][CH2:14][OH:15].[CH3:1][O:2][C:3]1=[N:4][CH2:5][C:6](=[O:10])[N:7]([CH3:9])[CH2:8]1.[Cl-:11].[NH4+:12]>>[C:3]1([NH2:12])=[N:4][CH2:5][C:6](=[O:10])[N:7]([CH3:9])[CH2:8]1.[ClH:11]. Reactants: [N+](=O)([O-])C1=C(C=CC(N)=NO)C=CC=C1 (o-Nitrocinnamamidoxime), C(OCC)([O-])[O-] (ethyl orthoformate). The reagents and catalysts are B(F)(F)F.CCOCC (boron trifluoride etherate). Conditions: time 8 hour. Product: [N+](=O)([O-])C1=C(/C=C/C2=NOC=N2)C=CC=C1 (trans-3-o-nitrostyryl-1,2,4-oxadiazole). Yield: 64.0%. As a reaction SMILES: [N+:1]([C:4]1[CH:15]=[CH:14][CH:13]=[CH:12][C:5]=1[CH:6]=[CH:7][C:8](=[N:10][OH:11])[NH2:9])([O-:3])=[O:2].[CH:16]([O-])([O-])OCC>B(F)(F)F.CCOCC>[N+:1]([C:4]1[CH:15]=[CH:14][CH:13]=[CH:12][C:5]=1/[CH:6]=[CH:7]/[C:8]1[N:9]=[CH:16][O:11][N:10]=1)([O-:3])=[O:2] |f:2.3|. Procedure: o-Nitrocinnamamidoxime (1.84 g.) was refluxed for 1 hr. in ethyl orthoformate (15 ml.) containing boron trifluoride etherate (4 drops). The mixture was refrigerated overnight and filtered to give trans-3-o-nitrostyryl-1,2,4-oxadiazole (1.24 g., 64%), m.p. 128°. Evaporation of the filtrate gave an additional 0.51 g. (26%) of the title compound. A sample recrystallised from aqueous acetone has m.p. 120°- 121°, λmax. 247 nm, ε 18900 (Found: C, 55.2; H, 3.3; N, 19.4. C10H7N3O3 requires C, 55.3; H, 3... Reactants: CN(C)C=O, O=P(Cl)(Cl)Cl, O=c1[nH]cnc2ccc(-n3ccnc3)cc12. The product is Clc1ncnc2ccc(-n3ccnc3)cc12. As a reaction SMILES: [O:17]=[CH:18][N:19]([CH3:20])[CH3:21].[P:22]([Cl:23])([Cl:24])([Cl:25])=[O:26].[n:1]1(-[c:6]2[cH:7][c:8]3[c:9](=[O:16])[nH:10][cH:11][n:12][c:13]3[cH:14][cH:15]2)[cH:2][n:3][cH:4][cH:5]1>>[n:1]1(-[c:6]2[cH:7][c:8]3[c:9]([Cl:24])[n:10][cH:11][n:12][c:13]3[cH:14][cH:15]2)[cH:2][n:3][cH:4][cH:5]1. The reactants are ice water, CN(C=C[N+](=O)[O-])C (1-dimethylamino-2-nitroethylene), C(=O)(C(F)(F)F)O (TFA), C1(=CC=CC=C1)S(=O)(=O)C1=CC=C2C=CNC2=C1 (6-benzenesulfonyl-1H-indole). Reaction conditions: time 24 hour. The product is [N+](=O)([O-])C=CC1=CNC2=CC(=CC=C12)S(=O)(=O)C1=CC=CC=C1 (3-(2-Nitrovinyl)-6-benzenesulfonyl-1H-indole). Reaction SMILES: CN(C)[CH:3]=[CH:4][N+:5]([O-:7])=[O:6].C(O)(C(F)(F)F)=O.[C:16]1([S:22]([C:25]2[CH:33]=[C:32]3[C:28]([CH:29]=[CH:30][NH:31]3)=[CH:27][CH:26]=2)(=[O:24])=[O:23])[CH:21]=[CH:20][CH:19]=[CH:18][CH:17]=1>>[N+:5]([CH:4]=[CH:3][C:29]1[C:28]2[C:32](=[CH:33][C:25]([S:22]([C:16]3[CH:21]=[CH:20][CH:19]=[CH:18][CH:17]=3)(=[O:23])=[O:24])=[CH:26][CH:27]=2)[NH:31][CH:30]=1)([O-:7])=[O:6]. Procedure: Combine 1-dimethylamino-2-nitroethylene (676.9 mg, 5.83 mmol) and TFA (9.0 ml) and stir until dissolved. Add 6-benzenesulfonyl-1H-indole (1.5 g, 5.83 mmol) and stir at ambient temperature. After 24 hours, pour the reaction mixture into ice/water and adjust to pH 8. After stirring, filter the precipitate, wash with water, and dry to give the title compound as a yellow powder: mp 110° C., dec. MS (ACPI): m/e 329.0 (M+1). Analysis for C16H12N2O4S: Calcd: C, 58.53; H, 3.68; N, 8.53. found: C, 58.54;... The reactants are COc1cc(C(=O)O)cc([N+](=O)[O-])c1OC, CN(C)C=O, O=C(Cl)C(=O)Cl, ClCCl. The product is COc1cc(C(=O)Cl)cc([N+](=O)[O-])c1OC. RXN SMILES: [CH3:1][O:2][c:3]1[cH:4][c:5]([C:6](=[O:7])[OH:8])[cH:9][c:10]([N+:14](=[O:15])[O-:16])[c:11]1[O:12][CH3:13].[CH3:26][N:27]([CH3:28])[CH:29]=[O:30].[Cl:17][C:18]([C:19]([Cl:20])=[O:21])=[O:22].[Cl:23][CH2:24][Cl:25]>>[CH3:1][O:2][c:3]1[cH:4][c:5]([C:6](=[O:7])[Cl:17])[cH:9][c:10]([N+:14](=[O:15])[O-:16])[c:11]1[O:12][CH3:13]. Starting materials: CS, C[O-], CO, Nc1nc2ccccc2c2c1nc(CCl)n2Cc1ccccc1, Cl, [Na+]. Yields the product CSCc1nc2c(N)nc3ccccc3c2n1Cc1ccccc1. Reaction SMILES: [CH3:25][SH:26].[CH3:27][O-:28].[CH3:30][OH:31].[Cl:2][CH2:3][c:4]1[n:5]([CH2:18][c:19]2[cH:20][cH:21][cH:22][cH:23][cH:24]2)[c:6]2[c:7]([c:8]([NH2:16])[n:9][c:10]3[cH:11][cH:12][cH:13][cH:14][c:15]23)[n:17]1.[ClH:1].[Na+:29]>>[CH2:3]([c:4]1[n:5]([CH2:18][c:19]2[cH:20][cH:21][cH:22][cH:23][cH:24]2)[c:6]2[c:7]([c:8]([NH2:16])[n:9][c:10]3[cH:11][cH:12][cH:13][cH:14][c:15]23)[n:17]1)[S:26][CH3:25]. Starting materials: CCOC(=O)C1CCC(c2cc3cccnc3c(-c3cccc(OC(F)(F)F)c3)n2)CC1, CCO, [K+], [OH-], O. Product: O=C(O)C1CCC(c2cc3cccnc3c(-c3cccc(OC(F)(F)F)c3)n2)CC1. Reaction SMILES: [CH2:3]([CH3:4])[O:5][C:6](=[O:7])[CH:8]1[CH2:9][CH2:10][CH:11]([c:14]2[cH:15][c:16]3[cH:17][cH:18][cH:19][n:20][c:21]3[c:22](-[c:24]3[cH:25][c:26]([O:30][C:31]([F:32])([F:33])[F:34])[cH:27][cH:28][cH:29]3)[n:23]2)[CH2:12][CH2:13]1.[CH3:35][CH2:36][OH:37].[K+:2].[OH-:1].[OH2:38]>>[O:5]=[C:6]([OH:7])[CH:8]1[CH2:9][CH2:10][CH:11]([c:14]2[cH:15][c:16]3[cH:17][cH:18][cH:19][n:20][c:21]3[c:22](-[c:24]3[cH:25][c:26]([O:30][C:31]([F:32])([F:33])[F:34])[cH:27][cH:28][cH:29]3)[n:23]2)[CH2:12][CH2:13]1. The reactants are [N+](=O)([O-])C1=CC(=C(C=C1)O)CSCCO (4-nitro-2-[(β-hydroxyethylthio)methyl]phenol), [OH-].[Na+] (sodium hydroxide), S(=O)([O-])S(=O)[O-].[Na+].[Na+] (sodium hydrosulphite). The solvent is O (water). Run at time 20 minute. Yields the product NC1=CC(=C(C=C1)O)CSCCO (4-amino-2-[(β-hydroxyethylthio)-methyl]phenol). As a reaction SMILES: [N+:1]([C:4]1[CH:9]=[CH:8][C:7]([OH:10])=[C:6]([CH2:11][S:12][CH2:13][CH2:14][OH:15])[CH:5]=1)([O-])=O.[OH-].[Na+].S(S([O-])=O)([O-])=O.[Na+].[Na+]>O>[NH2:1][C:4]1[CH:9]=[CH:8][C:7]([OH:10])=[C:6]([CH2:11][S:12][CH2:13][CH2:14][OH:15])[CH:5]=1 |f:1.2,3.4.5|. Procedure: 0.085 moles (19.5 g) of 4-nitro-2-[(β-hydroxyethylthio)methyl]phenol are added to a solution of 16 g of sodium hydroxide (NaOH) pellets in 135 ml of water, followed portionwise, so as to maintain the temperature between 70° C. and 75° C., by 55 g of sodium hydrosulphite. After the end of addition stirring is continued for 20 minutes at 75° C. After cooling, the expected product is precipitated by neutralizing the reaction mixture with acetic acid. After filtering off, followed by washing with wa... Starting materials: CN(Cc1ccccc1)c1ccn(CCc2ccc(CBr)cc2)c(=O)c1, C1CCNC1, CN(C)C=O. Yields the product CN(Cc1ccccc1)c1ccn(CCc2ccc(CN3CCCC3)cc2)c(=O)c1. As a reaction SMILES: [CH2:1]([c:2]1[cH:3][cH:4][cH:5][cH:6][cH:7]1)[N:8]([c:9]1[cH:10][c:11](=[O:25])[n:12]([CH2:15][CH2:16][c:17]2[cH:18][cH:19][c:20]([CH2:23][Br:24])[cH:21][cH:22]2)[cH:13][cH:14]1)[CH3:26].[CH2:27]1[CH2:28][CH2:29][NH:30][CH2:31]1.[O:32]=[CH:33][N:34]([CH3:35])[CH3:36]>>[CH2:1]([c:2]1[cH:3][cH:4][cH:5][cH:6][cH:7]1)[N:8]([c:9]1[cH:10][c:11](=[O:25])[n:12]([CH2:15][CH2:16][c:17]2[cH:18][cH:19][c:20]([CH2:23][N:30]3[CH2:29][CH2:28][CH2:27][CH2:31]3)[cH:21][cH:22]2)[cH:13][cH:14]1)[CH3:26].